This data is from the Open Reaction Database (ORD), a public repository of structured organic reaction records. The task is: describe an organic reaction: reactants, conditions, products, and yield Reactants: Cl (HCl), C(C1=CC=CC=C1)ON1C(C=CC=C1)=O (benzyloxypyridin-2(1H)-one), CO (CH3OH), BrC=1C=CC=2C3=C(N(C2C1)C)CCN1CCCC13 (9-bromo-7-methyl-2,3,5,6,7,11c-hexahydro-1H-indolizino[7,8-b]indole), BrC1=CC=C2C3=C(N(C2=C1)C)C1CCCN1CC3 (9-bromo-11-methyl-2,3,5,6,11,11b-hexahydro-1H-indolizino[8,7-b]indole). Solvent: CCOCC (Et2O). Product: Cl.Cl.CN1C2=C(C=3C=CC(=CC13)N1C(C=C(C=C1)OCC=1C=NC(=CC1)C)=O)C1CCCN1CC2 (1-(7-Methyl-2,3,5,6,7,11c-hexahydro-1H-indolizino[7,8-b]indol-9-yl)-4-((6-methylpyridin-3-yl)methoxy)pyridin-2(1H)-one Dihydrochloride). Yield: 81.0%. Reaction SMILES: C(O[N:9]1[CH:14]=[CH:13][CH:12]=[CH:11][C:10]1=[O:15])C1C=CC=CC=1.Br[C:17]1[CH:18]=[CH:19][C:20]2[C:21]3[CH:33]4[N:29]([CH2:30][CH2:31][CH2:32]4)[CH2:28][CH2:27][C:22]=3[N:23]([CH3:26])[C:24]=2[CH:25]=1.BrC1C=C2C([C:39]3[CH2:51][CH2:50][N:49]4[CH:45]([CH2:46]CC4)[C:40]=3N2C)=CC=1.[ClH:52].[CH3:53][OH:54]>CCOCC>[ClH:52].[ClH:52].[CH3:26][N:23]1[C:24]2[CH:25]=[C:17]([N:9]3[CH:14]=[CH:13][C:12]([O:54][CH2:53][C:51]4[CH:50]=[N:49][C:45]([CH3:46])=[CH:40][CH:39]=4)=[CH:11][C:10]3=[O:15])[CH:18]=[CH:19][C:20]=2[C:21]2[CH:33]3[N:29]([CH2:28][CH2:27][C:22]1=2)[CH2:30][CH2:31][CH2:32]3 |f:6.7.8|. Procedure: According to the procedure of Example 2 (step b), except substituting 4-((6-methylpyridin-3-yl)methoxy)pyridin-2(1H)-one for 4-(benzyloxypyridin-2(1H)-one and substituting 9-bromo-7-methyl-2,3,5,6,7,11c-hexahydro-1H-indolizino[7,8-b]indole for 9-bromo-11-methyl-2,3,5,6,11,11b-hexahydro-1H-indolizino[8,7-b]indole, a yellow solid was obtained in 25% (72 mg). The yellow solid was dissolved in CH3OH (1 mL) and treated with 2 N HCl in Et2O (1 mL). The resulting solid was isolated by filtration and dr... Starting materials: C([O-])([O-])=O.[K+].[K+] (potassium carbonate), C(C1=CC=CC=C1)Br (benzyl bromide), C(C)O (ethanol). Yields the product C(C1=CC=CC=C1)OC=1C=C(C=O)C=CC1 (3-benzyloxybenzaldehyde). Isolated yield 81.1%. As a reaction SMILES: [C:1](=[O:4])([O-])[O-].[K+].[K+].[CH2:7](Br)[C:8]1[CH:13]=[CH:12][CH:11]=[CH:10][CH:9]=1.[CH2:15]([OH:17])[CH3:16]>>[CH2:7]([O:17][C:15]1[CH:7]=[C:8]([CH:9]=[CH:10][CH:16]=1)[CH:1]=[O:4])[C:8]1[CH:13]=[CH:12][CH:11]=[CH:10][CH:9]=1 |f:0.1.2|. Procedure: 15.0 g of m-hydroxybenzaldehyde was dissolved in 200 ml of ethanol, and 25.0 g of potassium carbonate and 32 g of benzyl bromide were added. With stirring, the mixture was heated under reflux for 6 hours. After the reaction, the insoluble inorganic salts were removed by filtration. The filtrate was evaporated under reduced pressure, and purified by silica gel column chromatography [Wakogel C-200, 150 g; hexane/chloroform=1/1] and then recrystallized from hexane to give 21.1 g (yield 81.1%) of 3-... Starting materials: O.[C@]12(C(=O)CC(CC1)C2(C)C)CS(=O)(=O)O ((1S)-(+)-camphor-10-sulfonic acid hydrate), C(C)(=O)OCC (ethyl acetate), C(=O)(O)[O-].[Na+] (NaHCO3), ClC1=C(C=CC=C1)C(C(=O)[O-])N1CC2=C(CC1)SC=C2 (2-chlorophenyl(6,7-dihydro-4H-thieno[3,2-c]pyrid-5-yl)acetate). Run in O (water), CC(=O)C (acetone), O (water), CC(=O)C (acetone). Conditions: temperature -2.5 celsius, time 10 minute. The product is ClC1=C(C=CC=C1)C(C(=O)OC)N1CC2=C(CC1)SC=C2 ((+)-Methyl (2-chlorophenyl)-(6,7-dihydro-4H thieno[3,2-c]pyrid-5-yl)acetate). RXN SMILES: [Cl:1][C:2]1[CH:7]=[CH:6][CH:5]=[CH:4][C:3]=1[CH:8]([N:12]1[CH2:17][CH2:16][C:15]2[S:18][CH:19]=[CH:20][C:14]=2[CH2:13]1)[C:9]([O-:11])=[O:10].O.[C@:22]12(CS(O)(=O)=O)C(C)(C)C(CC1)CC2=O.C(OCC)(=O)C.C([O-])(O)=O.[Na+]>CC(C)=O.O>[Cl:1][C:2]1[CH:7]=[CH:6][CH:5]=[CH:4][C:3]=1[CH:8]([N:12]1[CH2:17][CH2:16][C:15]2[S:18][CH:19]=[CH:20][C:14]=2[CH2:13]1)[C:9]([O:11][CH3:22])=[O:10] |f:1.2,4.5|. Procedure details: 2 g (0.0173 mole) Methyl (2-chlorophenyl(6,7-dihydro-4H-thieno[3,2-c]pyrid-5-yl)acetate (where ee was 95%) was dissolved in 10 ml acetone and the reaction mixture was stirred for 10 min, followed by reflux. To the reaction mixture, 1.49 g (1S)-(+)-camphor-10-sulfonic acid hydrate in 0.8 mL water was added followed by 1 mL acetone. Then whole reaction mixture was refluxed for 1 hrs and cooled gradually. This was later stirred overnight at room temperature. The clear solution was cooled further at... The reactants are CCO, CCOC(=O)C(=NOCC1CC1)c1csc(N)n1, [Na+], [OH-]. The product is Nc1nc(C(=NOCC2CC2)C(=O)O)cs1. Reaction SMILES: [CH3:21][CH2:22][OH:23].[NH2:1][c:2]1[s:3][cH:4][c:5]([C:7]([C:8](=[O:9])[O:10][CH2:11][CH3:12])=[N:13][O:14][CH2:15][CH:16]2[CH2:17][CH2:18]2)[n:6]1.[Na+:20].[OH-:19]>>[NH2:1][c:2]1[s:3][cH:4][c:5]([C:7]([C:8](=[O:9])[OH:10])=[N:13][O:14][CH2:15][CH:16]2[CH2:17][CH2:18]2)[n:6]1.